Dataset: the Open Reaction Database (ORD), a public repository of structured organic reaction records. Task: describe an organic reaction: reactants, conditions, products, and yield The reactants are [BH4-], C1CCOC1, COc1cc2c(cc1[N+](=O)[O-])N(S(=O)(=O)c1ccc(C)cc1)CC2, CO, [Na+]. Product: COc1cc2c(cc1N)N(S(=O)(=O)c1ccc(C)cc1)CC2. RXN SMILES: [BH4-:25].[CH2:27]1[O:28][CH2:29][CH2:30][CH2:31]1.[CH3:1][O:2][c:3]1[cH:4][c:5]2[c:9]([cH:10][c:11]1[N+:12]([O-:13])=[O:14])[N:8]([S:15](=[O:16])(=[O:17])[c:18]1[cH:19][cH:20][c:21]([CH3:24])[cH:22][cH:23]1)[CH2:7][CH2:6]2.[CH3:32][OH:33].[Na+:26]>>[CH3:1][O:2][c:3]1[cH:4][c:5]2[c:9]([cH:10][c:11]1[NH2:12])[N:8]([S:15](=[O:16])(=[O:17])[c:18]1[cH:19][cH:20][c:21]([CH3:24])[cH:22][cH:23]1)[CH2:7][CH2:6]2. Reactants: [OH-].[Na+] (NaOH), COC=1C=NC2=CC=C(C=C2C1)CC(=O)OC(C)(C)C (tert-butyl 2-(3-methoxyquinolin-6-yl)acetate), ClC1=CC=C(N=N1)NN (1-(6-chloropyridazin-3-yl)hydrazine), Cl (hydrochloric acid). Run in C(Cl)Cl (DCM), O (water). Conditions: temperature 90 celsius, time 10 minute. Product: ClC=1C=CC=2N(N1)C(=NN2)CC=2C=C1C=C(C=NC1=CC2)OC (6-((6-chloro-[1,2,4]-triazolo[4,3-b]pyridazin-3-yl)methyl)-3-methoxyquinoline). As a reaction SMILES: [CH3:1][O:2][C:3]1[CH:4]=[N:5][C:6]2[C:11]([CH:12]=1)=[CH:10][C:9]([CH2:13][C:14](OC(C)(C)C)=O)=[CH:8][CH:7]=2.[Cl:21][C:22]1[N:27]=[N:26][C:25]([NH:28][NH2:29])=[CH:24][CH:23]=1.Cl.[OH-].[Na+]>C(Cl)Cl.O>[Cl:21][C:22]1[CH:23]=[CH:24][C:25]2[N:26]([C:14]([CH2:13][C:9]3[CH:10]=[C:11]4[C:6](=[CH:7][CH:8]=3)[N:5]=[CH:4][C:3]([O:2][CH3:1])=[CH:12]4)=[N:29][N:28]=2)[N:27]=1 |f:3.4|. Reported procedure: To a 5 ml CEM microwave tube was added tert-butyl 2-(3-methoxyquinolin-6-yl)acetate (0.05 g, 0.2 mmol), 1-(6-chloropyridazin-3-yl)hydrazine (0.04 g, 0.3 mmol), water (0.5 mL) and hydrochloric acid (0.05 ml, 0.5 mmol). The vial was sealed and first heated at 90° C. for 30 min then placed into CEM microwave for 10 min. at 100° C., with 100 Watts of power via Powermax. The reaction mixture was adjusted the pH to 7 by adding 5 N NaOH—brown ppt. was generated. The brown ppt. was dissolved in DCM. The... Reactants: CO (methanol), [H-].[Na+] (sodium hydride), COC(C1=CC(=NC(=C1)Cl)Cl)=O (2,6-dichloro-isonicotinic acid methyl ester). The solvent is [Cl-].[NH4+] (ammonium chloride), C1CCOC1 (THF). Conditions: time 2 hour. The product is COC(C1=CC(=NC(=C1)OC)Cl)=O (2-chloro-6-methoxy-isonicotinic acid methyl ester). As a reaction SMILES: [CH3:1][OH:2].[H-].[Na+].[CH3:5][O:6][C:7](=[O:16])[C:8]1[CH:13]=[C:12](Cl)[N:11]=[C:10]([Cl:15])[CH:9]=1>C1COCC1.[Cl-].[NH4+]>[CH3:5][O:6][C:7](=[O:16])[C:8]1[CH:13]=[C:12]([O:2][CH3:1])[N:11]=[C:10]([Cl:15])[CH:9]=1 |f:1.2,5.6|. Procedure details: To a solution of dry methanol (2.2 mL, 53 mmol) in THF (200 mL) was added sodium hydride (2.12 g, 53 mmol) in portions under a stream of nitrogen. When gas evolution ceased, 2,6-dichloro-isonicotinic acid methyl ester (10.0 g, 48.5 mmol) was added. After stirring for 2 hours, the reaction was diluted with saturated aqueous ammonium chloride (100 mL) and extracted with ethyl acetate (4×50 mL). The combined organics were washed with brine, dried over sodium sulfate, and concentrated to afford 2-ch... Reactants: Cl.Cl.Cl.Cl.NC1=C(C(=C(C=C1N)N)N)C (2,3,5,6-tetraaminotoluene tetrahydrochloride), [Sn] (Tin), [OH-].[Na+] (NaOH). Run in O (water), O (water). Conditions: time 10 minute. Yields the product NC1=C(C(=C(C=C1N)N)N)C (2,3,5,6-Tetraaminotoluene). The yield is 82.0%. As a reaction SMILES: Cl.Cl.Cl.Cl.[NH2:5][C:6]1[C:11]([NH2:12])=[CH:10][C:9]([NH2:13])=[C:8]([NH2:14])[C:7]=1[CH3:15].[Sn].[OH-].[Na+]>O>[NH2:5][C:6]1[C:11]([NH2:12])=[CH:10][C:9]([NH2:13])=[C:8]([NH2:14])[C:7]=1[CH3:15] |f:0.1.2.3.4,6.7,^3:15|. Reported procedure: 2,3,5,6-tetraaminotoluene tetrahydrochloride (TAT.4HCl)(60.59 g, 203.28 mmol) from Example 1 was added to a 1 L vessel and dissolved in deaerated water (300 g). Tin powder (0.360 g, 3.05 mmol) was added to this mixture and it was stirred for 10 minutes. NaOH (48.79 g, 1219.7 mmol) was added to 45 mL of deaerated water, allowed to cool to room temperature and then added to the stirring TAT.4HCl solution. The solution was stirred for 2 hours and free base TAT precipitated out of the solution as th... Reactants: ON1[C@H]2CS[C@@H](CCCC(C(O)=O)N3C(CCC3=O)=O)[C@H]2NC1=O (N-hydroxysuccinimidobiotin), bio-NHS solution. Solvent: CS(=O)C (dimethylsulfoxide). Reaction conditions: time 1 hour. Product: OC(=O)CCCC[C@@H]1SC[C@@H]2NC(=O)N[C@H]12 (Biotin). As a reaction SMILES: O[N:2]1[C:23](=[O:24])[NH:22][C@H:21]2[C@@H:3]1[CH2:4][S:5][C@H:6]2[CH2:7][CH2:8][CH2:9][CH:10](N1C(=O)CCC1=O)[C:11](=[O:13])[OH:12]>CS(C)=O>[OH:13][C:11]([CH2:10][CH2:9][CH2:8][CH2:7][C@H:6]1[C@@H:21]2[C@@H:3]([NH:2][C:23]([NH:22]2)=[O:24])[CH2:4][S:5]1)=[O:12]. Procedure details: Dissolve 1 mg of N-hydroxysuccinimidobiotin (bio-NHS) in 1 ml dimethylsulfoxide. Add 7 ul of bio-NHS solution to protein (a 3 fold molar excess). Let sit 1 hr at room temperature. Dialyze vs PBS. Starting materials: C1CCOC1, COC(=O)c1cnn2cc(Oc3cc(Cl)nc(N)n3)ccc12, CCOC(C)=O, Cc1ccccc1, Nc1cccc(C(F)(F)F)c1, O. The product is Nc1nc(Cl)cc(Oc2ccc3c(C(=O)Nc4cccc(C(F)(F)F)c4)cnn3c2)n1. RXN SMILES: [CH2:48]1[O:49][CH2:50][CH2:51][CH2:52]1.[CH3:12][O:13][C:14](=[O:15])[c:16]1[cH:17][n:18][n:19]2[c:20]1[cH:21][cH:22][c:23]([O:25][c:26]1[n:27][c:28]([NH2:33])[n:29][c:30]([Cl:32])[cH:31]1)[cH:24]2.[CH3:34][CH2:35][O:36][C:37]([CH3:38])=[O:39].[CH3:41][c:42]1[cH:43][cH:44][cH:45][cH:46][cH:47]1.[F:1][C:2]([c:3]1[cH:4][c:5]([NH2:6])[cH:7][cH:8][cH:9]1)([F:10])[F:11].[OH2:40]>>[F:1][C:2]([c:3]1[cH:4][c:5]([NH:6][C:14](=[O:13])[c:16]2[cH:17][n:18][n:19]3[c:20]2[cH:21][cH:22][c:23]([O:25][c:26]2[n:27][c:28]([NH2:33])[n:29][c:30]([Cl:32])[cH:31]2)[cH:24]3)[cH:7][cH:8][cH:9]1)([F:10])[F:11]. Reactants: BrC=1C=CC(=C(C=O)C1)OC (5-Bromo-2-methoxy-benzaldehyde), BrC1=CC=C(C=C1)Br (1,4-Dibromobenzene), solution, [Li]CCCC (nBuLi). Solvent: C1CCOC1 (THF), C1CCOC1 (THF). Conditions: temperature -78 celsius, time 15 minute. The product is BrC=1C=CC(=C(C1)C(O)C1=CC=C(C=C1)Br)OC ((5-Bromo-2-methoxy-phenyl)-(4-bromo-phenyl)-methanol). As a reaction SMILES: [Br:1][C:2]1[CH:7]=[CH:6][C:5](Br)=[CH:4][CH:3]=1.[Li]CCCC.[Br:14][C:15]1[CH:16]=[CH:17][C:18]([O:23][CH3:24])=[C:19]([CH:22]=1)[CH:20]=[O:21]>C1COCC1>[Br:14][C:15]1[CH:16]=[CH:17][C:18]([O:23][CH3:24])=[C:19]([CH:20]([C:5]2[CH:6]=[CH:7][C:2]([Br:1])=[CH:3][CH:4]=2)[OH:21])[CH:22]=1. Procedure details: 1,4-Dibromobenzene (15.3 g; 65 mmol) in THF (350 ml) is cooled to −78° C. and treated with nBuLi (44.7 ml; 71.5 mmol of a 1.6M solution). The white precipitate is stirred for 15 minutes at −78° C. 5-Bromo-2-methoxy-benzaldehyde (6.98 g; 32.5 mmol) in THF (32 ml) is added, stirred for 5 min at −78° C. and then poured on water. The aqueous phase is extracted twice with TBME, the organic phase dried over Na2SO4, evaporated to dryness and the residue purified via SiO2 chromatography (Cyclohexane/ace... The reactants are O=C=Nc1cc(Cl)nc(Cl)c1, Cc1cc(NN)nc2ccccc12. Yields the product Cc1cc(NNC(=O)Nc2cc(Cl)nc(Cl)c2)nc2ccccc12. As a reaction SMILES: [Cl:14][c:15]1[n:16][c:17]([Cl:24])[cH:18][c:19]([N:21]=[C:22]=[O:23])[cH:20]1.[NH:1]([NH2:2])[c:3]1[n:4][c:5]2[cH:6][cH:7][cH:8][cH:9][c:10]2[c:11]([CH3:13])[cH:12]1>>[NH:1]([NH:2][C:22]([NH:21][c:19]1[cH:18][c:17]([Cl:24])[n:16][c:15]([Cl:14])[cH:20]1)=[O:23])[c:3]1[n:4][c:5]2[cH:6][cH:7][cH:8][cH:9][c:10]2[c:11]([CH3:13])[cH:12]1.